Dataset: the Open Reaction Database (ORD), a public repository of structured organic reaction records. Task: describe an organic reaction: reactants, conditions, products, and yield The reactants are product, N1CCOCC1 (morpholine), OC=1C=NC=CC1 (3-hydroxypyridine), [H-].[Na+] (NaH), ClC1=NC(=CC(=N1)Cl)Cl (2,4,6-trichloropyrimidine). Solvent: C(Cl)Cl (CH2Cl2), C1CCOC1 (THF). Run at temperature 0 celsius, time 0.5 hour. Product: ClC1=CC(=NC(=N1)OC=1C=NC=CC1)N1CCOCC1 (4-[6-chloro-2-(pyridin-3-yloxy)-pyrimidin-4-yl]-morpholine). The yield is 10.9%. As a reaction SMILES: [OH:1][C:2]1[CH:3]=[N:4][CH:5]=[CH:6][CH:7]=1.[H-].[Na+].Cl[C:11]1[N:16]=[C:15](Cl)[CH:14]=[C:13]([Cl:18])[N:12]=1.[NH:19]1[CH2:24][CH2:23][O:22][CH2:21][CH2:20]1>C1COCC1.C(Cl)Cl>[Cl:18][C:13]1[N:12]=[C:11]([O:1][C:2]2[CH:3]=[N:4][CH:5]=[CH:6][CH:7]=2)[N:16]=[C:15]([N:19]2[CH2:24][CH2:23][O:22][CH2:21][CH2:20]2)[CH:14]=1 |f:1.2|. Procedure: To a solution of 3-hydroxypyridine (950 mg, 10 mmol) in anhydrous THF (50 mL) at 0° C. under the nitrogen protection was added NaH (60% in oil) (480 mg, 12 mmol). The suspension was stirred for 0.5 h at 0° C., and 2,4,6-trichloropyrimidine (1.84 g, 10 mmol) was added. After the mixture warmed to room temperature and stirred for 2 h, the reaction was quenched by ice brine and extracted with EtOAc (300 mL). The organic phase was washed with brine, dried (Na2SO4), filtered, evaporated in vacuo. The... The reactants are C(C)OC(NNC(C(C)OC1=CC=C(C=C1)OC1=CC=C(C=C1)C(F)(F)F)=O)=S (3-[2-[4-(4-trifluoromethylphenoxy)phenoxy]-propionyl]-thiocarbazic acid-O-ethyl ester), ice. The solvent is S(O)(O)(=O)=O (sulfuric acid). The product is C(C)OC=1SC(=NN1)C(C)OC1=CC=C(C=C1)OC1=CC=C(C=C1)C(F)(F)F (2-ethoxy-5-[1-[4-(4-trifluoromethylphenoxy)phenoxy]-ethyl]-1,3,4-thiadiazole). Yield: 57.4%. RXN SMILES: [CH2:1]([O:3][C:4](=[S:29])[NH:5][NH:6][C:7](=O)[CH:8]([O:10][C:11]1[CH:16]=[CH:15][C:14]([O:17][C:18]2[CH:23]=[CH:22][C:21]([C:24]([F:27])([F:26])[F:25])=[CH:20][CH:19]=2)=[CH:13][CH:12]=1)[CH3:9])[CH3:2]>S(=O)(=O)(O)O>[CH2:1]([O:3][C:4]1[S:29][C:7]([CH:8]([O:10][C:11]2[CH:16]=[CH:15][C:14]([O:17][C:18]3[CH:23]=[CH:22][C:21]([C:24]([F:26])([F:25])[F:27])=[CH:20][CH:19]=3)=[CH:13][CH:12]=2)[CH3:9])=[N:6][N:5]=1)[CH3:2]. Procedure: To 10 ml of concentrated sulfuric acid cooled to -5° C. was added, with stirring, 2.0 g of 3-[2-[4-(4-trifluoromethylphenoxy)phenoxy]-propionyl]-thiocarbazic acid-O-ethyl ester gradually. After stirring at the same temperature for 10 minutes, the reaction mixture was poured over 100 g of ice followed by extracting with ethyl acetate. The resulting ethyl acetate layer was washed with water, dried over anhydrous sodium sulfate, and concentrated. The residue was purified by chromatography on silica... The reactants are CCNC(=O)Nc1nc2cc(OS(=O)(=O)C(F)(F)F)cc(-c3ccc(C#N)cn3)c2s1, O=C([O-])[O-], CN(C)C=O, [Cs+], [Cs+], O, OB(O)c1cccnc1. Product: CCNC(=O)Nc1nc2cc(-c3cccnc3)cc(-c3ccc(C#N)cn3)c2s1. As a reaction SMILES: [C:1](#[N:2])[c:3]1[cH:4][cH:5][c:6](-[c:9]2[cH:10][c:11]([O:24][S:25]([C:26]([F:27])([F:28])[F:29])(=[O:30])=[O:31])[cH:12][c:13]3[n:14][c:15]([NH:18][C:19](=[O:20])[NH:21][CH2:22][CH3:23])[s:16][c:17]23)[n:7][cH:8]1.[C:41](=[O:42])([O-:43])[O-:44].[CH3:47][N:48]([CH3:49])[CH:50]=[O:51].[Cs+:45].[Cs+:46].[OH2:52].[n:32]1[cH:33][c:34]([B:38]([OH:39])[OH:40])[cH:35][cH:36][cH:37]1>>[C:1](#[N:2])[c:3]1[cH:4][cH:5][c:6](-[c:9]2[cH:10][c:11](-[c:34]3[cH:33][n:32][cH:37][cH:36][cH:35]3)[cH:12][c:13]3[n:14][c:15]([NH:18][C:19](=[O:20])[NH:21][CH2:22][CH3:23])[s:16][c:17]23)[n:7][cH:8]1.